This data is from the Open Reaction Database (ORD), a public repository of structured organic reaction records. The task is: describe an organic reaction: reactants, conditions, products, and yield Starting materials: CCOC(C)=O, Cc1cnc2cc(F)ccc2n1, O=[Se]=O. Yields the product O=Cc1cnc2cc(F)ccc2n1. RXN SMILES: [CH3:16][CH2:17][O:18][C:19](=[O:20])[CH3:21].[CH3:1][c:2]1[n:3][c:4]2[cH:5][cH:6][c:7]([F:12])[cH:8][c:9]2[n:10][cH:11]1.[Se:13](=[O:14])=[O:15]>>[CH:1]([c:2]1[n:3][c:4]2[cH:5][cH:6][c:7]([F:12])[cH:8][c:9]2[n:10][cH:11]1)=[O:14]. The reactants are CCOC(=O)c1cnc2cc(N=C(c3ccccc3)c3ccccc3)ccc2c1, CCO, Cl. Yields the product CCOC(=O)c1cnc2cc(N)ccc2c1. Reaction SMILES: [CH2:2]([CH3:3])[O:4][C:5](=[O:6])[c:7]1[cH:8][n:9][c:10]2[cH:11][c:12]([N:17]=[C:18]([c:19]3[cH:20][cH:21][cH:22][cH:23][cH:24]3)[c:25]3[cH:26][cH:27][cH:28][cH:29][cH:30]3)[cH:13][cH:14][c:15]2[cH:16]1.[CH3:31][CH2:32][OH:33].[ClH:1]>>[CH2:2]([CH3:3])[O:4][C:5](=[O:6])[c:7]1[cH:8][n:9][c:10]2[cH:11][c:12]([NH2:17])[cH:13][cH:14][c:15]2[cH:16]1. Starting materials: S1C=CC2=C1OC1=C(NC2=O)C=CC=C1 (Thieno[2,3-b][1,5]benzoxazepin-4(5H)-one), [Cl-].[Al+3].[Cl-].[Cl-] (aluminum chloride), ClCCCl (1,2-dichloroethane), C(C)(=O)Cl (acetyl chloride). Run in C(Cl)(Cl)Cl (Chloroform). Reaction conditions: time 10 minute. Product: C(C)(=O)C1=CC2=C(OC3=C(NC2=O)C=CC=C3)S1 (2-acetylthieno[2,3-b][1,5]benzoxazepin-4(5H)-one). As a reaction SMILES: [S:1]1[C:5]2[O:6][C:7]3[CH:15]=[CH:14][CH:13]=[CH:12][C:8]=3[NH:9][C:10](=[O:11])[C:4]=2[CH:3]=[CH:2]1.ClCCCl.[C:20](Cl)(=[O:22])[CH3:21].[Cl-].[Al+3].[Cl-].[Cl-]>C(Cl)(Cl)Cl>[C:20]([C:2]1[S:1][C:5]2[O:6][C:7]3[CH:15]=[CH:14][CH:13]=[CH:12][C:8]=3[NH:9][C:10](=[O:11])[C:4]=2[CH:3]=1)(=[O:22])[CH3:21] |f:3.4.5.6|. Reported procedure: Thieno[2,3-b][1,5]benzoxazepin-4(5H)-one (5 g) was suspended to 1,2-dichloroethane (50 ml) and acetyl chloride was added (2.2 g). To this reaction system was added portionwise aluminum chloride (15 g) under ice-cooling and the mixture was stirred at room temperature for 10 minutes. The reaction system was poured into ice. Chloroform was added and the mixture was stirred for 15 minutes. The precipitated crystals were collected by filtration to give 2-acetylthieno[2,3-b][1,5]benzoxazepin-4(5H)-one... Reactants: CCOC(=O)C1CCN(c2ccc(C(=O)Nc3cccc(C(C)(C)C)c3)cc2)CC1, Cc1cc(NC(=O)c2ccc(N3CCC(C(=O)O)CC3)nc2)ccc1I. Yields the product CC(C)(C)c1cccc(NC(=O)c2ccc(N3CCC(C(=O)O)CC3)cc2)c1. As a reaction SMILES: [CH2:1]([CH3:2])[O:3][C:4](=[O:5])[CH:6]1[CH2:7][CH2:8][N:9]([c:12]2[cH:13][cH:14][c:15]([C:18]([NH:19][c:20]3[cH:21][c:22]([C:26]([CH3:27])([CH3:28])[CH3:29])[cH:23][cH:24][cH:25]3)=[O:30])[cH:16][cH:17]2)[CH2:10][CH2:11]1.[I:31][c:32]1[cH:33][cH:34][c:35]([NH:36][C:37]([c:38]2[cH:39][cH:40][c:41]([N:42]3[CH2:43][CH2:44][CH:45]([C:46]([OH:47])=[O:48])[CH2:49][CH2:50]3)[n:51][cH:52]2)=[O:53])[cH:54][c:55]1[CH3:56]>>[O:3]=[C:4]([OH:5])[CH:6]1[CH2:7][CH2:8][N:9]([c:12]2[cH:13][cH:14][c:15]([C:18]([NH:19][c:20]3[cH:21][c:22]([C:26]([CH3:27])([CH3:28])[CH3:29])[cH:23][cH:24][cH:25]3)=[O:30])[cH:16][cH:17]2)[CH2:10][CH2:11]1. The reactants are FC1=C(C#N)C=C(C(=C1)CO)F (2,5-difluoro-4-(hydroxymethyl)benzonitrile), P(Br)(Br)Br (phosphorus tribromide). The solvent is C(Cl)Cl (DCM), C(Cl)Cl (DCM). Reaction conditions: time 18 hour. Product: FC1=C(C#N)C=C(C(=C1)CBr)F (2,5-Difluoro-4-(bromomethyl)benzonitrile). As a reaction SMILES: [F:1][C:2]1[CH:9]=[C:8]([CH2:10]O)[C:7]([F:12])=[CH:6][C:3]=1[C:4]#[N:5].P(Br)(Br)[Br:14]>C(Cl)Cl>[F:1][C:2]1[CH:9]=[C:8]([CH2:10][Br:14])[C:7]([F:12])=[CH:6][C:3]=1[C:4]#[N:5]. Procedure details: To a stirred solution of 2,5-difluoro-4-(hydroxymethyl)benzonitrile (Preparation 21, 390 mg, 2.30 mmol) in DCM (12 mL) was added phosphorus tribromide (0.238 mL, 2.53 mmol). The mixture was stirred at room temperature for 18 hours. The reaction mixture was then diluted with DCM to 30 mL and washed with saturated aqueous sodium bicarbonate (30 mL). The organic layer was dried over sodium sulphate, and evaporated to afford the title compound as a yellow oil, which was used in the next step without... Reactants: N (ammonia), CC(C)C(C(C)(C)COC(=O)C(C)C)O (Texanol), C(C(C)O)O (propylene glycol), NC(=O)OCC (urethane), N (ammonia), enamine, aqueous solution. The solvent is C(C)C(=O)C (methyl ethyl ketone). Run at time 24 hour. Yields the product CC(=C)C(=O)OCCOC(=O)CC(=O)C (AAEM). Reaction SMILES: N.[CH2:2](O)[CH:3]([OH:5])[CH3:4].CC(C(O)[C:11]([CH2:14][O:15][C:16]([CH:18]([CH3:20])[CH3:19])=[O:17])(C)C)C.N[C:23]([O:25]CC)=[O:24]>C(C(C)=O)C>[CH3:20][C:18]([C:16]([O:15][CH2:14][CH2:11][O:25][C:23]([CH2:2][C:3]([CH3:4])=[O:5])=[O:24])=[O:17])=[CH2:19]. Procedure details: A 100 g. portion of each polymer was neutralized to pH=9.5 with ammonia, an additional 0.52 g. of ammonia was added (one equivalent based on acetoacetate) to ensure complete enamine formation. To all three samples was added a premix consisting of 0.32 g. nonionic surfactant (Triton X-405; Union Carbide, 4.4 g. propylene glycol, 4.4 g. coalescent (Texanol) and 1.1 g. a 10% aqueous solution of urethane rheology modifier (QR-708; Rohm and Haas). The formulated mixture was equilibrated for 24 hours ... The reactants are CC(C)(C)O, C1CCOC1, C[N+]1([O-])CCOCC1, CC1(CC(=O)O)CC(c2cccc(Cl)c2)C(c2ccc(Cl)cc2)N(C2C=CCC2)C1=O, O. Yields the product CC1(CC(=O)O)CC(c2cccc(Cl)c2)C(c2ccc(Cl)cc2)N(C2CCC(O)C2O)C1=O. Reaction SMILES: [C:33]([CH3:34])([CH3:35])([CH3:36])[OH:37].[CH2:46]1[O:47][CH2:48][CH2:49][CH2:50]1.[CH3:38][N+:39]1([O-:40])[CH2:41][CH2:42][O:43][CH2:44][CH2:45]1.[Cl:1][c:2]1[cH:3][c:4]([CH:8]2[CH2:9][C:10]([CH3:27])([CH2:28][C:29](=[O:30])[OH:31])[C:11](=[O:26])[N:12]([CH:21]3[CH:22]=[CH:23][CH2:24][CH2:25]3)[CH:13]2[c:14]2[cH:15][cH:16][c:17]([Cl:20])[cH:18][cH:19]2)[cH:5][cH:6][cH:7]1.[OH2:32]>>[Cl:1][c:2]1[cH:3][c:4]([CH:8]2[CH2:9][C:10]([CH3:27])([CH2:28][C:29](=[O:30])[OH:31])[C:11](=[O:26])[N:12]([CH:21]3[CH:22]([OH:37])[CH:23]([OH:32])[CH2:24][CH2:25]3)[CH:13]2[c:14]2[cH:15][cH:16][c:17]([Cl:20])[cH:18][cH:19]2)[cH:5][cH:6][cH:7]1.